Dataset: the Open Reaction Database (ORD), a public repository of structured organic reaction records. Task: describe an organic reaction: reactants, conditions, products, and yield Starting materials: CC(C)O, CCN(C(C)C)C(C)C, O=C1Nc2ncnc(Cl)c2C1=Cc1ccncc1, CN(C)CCn1cc(-c2ccc(F)c(Cl)c2)nc1C1CCNCC1, Cl, Cl, Cl, O. The product is CN(C)CCn1cc(-c2ccc(F)c(Cl)c2)nc1C1CCN(c2ncnc3c2C(=Cc2ccncc2)C(=O)N3)CC1. As a reaction SMILES: [CH3:55][CH:56]([OH:57])[CH3:58].[CH:46]([N:47]([CH2:48][CH3:49])[CH:50]([CH3:51])[CH3:52])([CH3:53])[CH3:54].[Cl:28][c:29]1[c:30]2[c:31]([n:32][cH:33][n:34]1)[NH:35][C:36](=[O:45])[C:37]2=[CH:38][c:39]1[cH:40][cH:41][n:42][cH:43][cH:44]1.[Cl:4][c:5]1[cH:6][c:7](-[c:12]2[n:13][c:14]([CH:22]3[CH2:23][CH2:24][NH:25][CH2:26][CH2:27]3)[n:15]([CH2:17][CH2:18][N:19]([CH3:20])[CH3:21])[cH:16]2)[cH:8][cH:9][c:10]1[F:11].[ClH:1].[ClH:2].[ClH:3].[OH2:59]>>[Cl:4][c:5]1[cH:6][c:7](-[c:12]2[n:13][c:14]([CH:22]3[CH2:23][CH2:24][N:25]([c:29]4[c:30]5[c:31]([n:32][cH:33][n:34]4)[NH:35][C:36](=[O:45])[C:37]5=[CH:38][c:39]4[cH:40][cH:41][n:42][cH:43][cH:44]4)[CH2:26][CH2:27]3)[n:15]([CH2:17][CH2:18][N:19]([CH3:20])[CH3:21])[cH:16]2)[cH:8][cH:9][c:10]1[F:11].